This data is from the Open Reaction Database (ORD), a public repository of structured organic reaction records. The task is: describe an organic reaction: reactants, conditions, products, and yield Starting materials: C(C1=CC=CC=C1)OC1=CC(=C(C2=CC=CC=C12)I)N(CCCC=C)C(=O)OC(C)(C)C (4-(Benzyloxy)-N-(tert-butyloxycarbonyl)-1-iodo-N-(4-penten-1-yl)-2-naphthylamine), NaIO4, CCOC(=O)C (EtOAc), OSO4. Solvent: C1CCOC1 (THF), O (H2O). Conditions: temperature 25 celsius, time 6 hour. Product: C(C1=CC=CC=C1)OC1=CC(=C(C2=CC=CC=C12)I)N(CCCC=O)C(=O)OC(C)(C)C (4-(Benzyloxy)-N-(tert-butyloxycarbonyl)-1-iodo-N-(4-oxobut-1-yl)naphthylamine). The yield is 80.0%. Reaction SMILES: [CH2:1]([O:8][C:9]1[C:18]2[C:13](=[CH:14][CH:15]=[CH:16][CH:17]=2)[C:12]([I:19])=[C:11]([N:20]([C:26]([O:28][C:29]([CH3:32])([CH3:31])[CH3:30])=[O:27])[CH2:21][CH2:22][CH2:23][CH:24]=C)[CH:10]=1)[C:2]1[CH:7]=[CH:6][CH:5]=[CH:4][CH:3]=1.CC[O:35]C(C)=O>C1COCC1.O>[CH2:1]([O:8][C:9]1[C:18]2[C:13](=[CH:14][CH:15]=[CH:16][CH:17]=2)[C:12]([I:19])=[C:11]([N:20]([C:26]([O:28][C:29]([CH3:32])([CH3:31])[CH3:30])=[O:27])[CH2:21][CH2:22][CH2:23][CH:24]=[O:35])[CH:10]=1)[C:2]1[CH:7]=[CH:6][CH:5]=[CH:4][CH:3]=1. Procedure: A solution of 81 (44 mg, 81 μmol) in THF (3 mL) was treated sequentially with a solution of NaIO4 (35 mg, 162 μmol, 2 equiv) in 0.5 mL H2O and a solution of OSO4 (7.5 mM in THF, 0.53 mL, 4 μmol, 0.05 equiv). The reaction mixture was stirred for 6 h at 25° C. EtOAc (20 mL) was added and the organic layer was dried (Na2SO4), filtered through Celite, and the solvent removed under vacuum. Chromatography (SiO2, 1×15 cm, 15% EtOAc-hexane) afforded 110 (35 mg, 80%) as an oil: 1H NMR (CDCl3, 400 MHz) δ ...